Dataset: the Open Reaction Database (ORD), a public repository of structured organic reaction records. Task: describe an organic reaction: reactants, conditions, products, and yield Starting materials: C(C)N(CC)CC=1C=C2C=CC(=CC2=CC1)CNNC(=O)C1=CC=C(C(=O)O)C=C1 (4-[6-(diethylaminomethyl)naphth-2-ylmethylaminocarbamoyl]benzoic acid), S(=O)(Cl)Cl (thionyl chloride). The solvent is CN(C=O)C (dimethylformamide), C(C)OCC (diethyl ether). The product is C(C)N(CC)CC=1C=C2C=CC(=CC2=CC1)CNNC(=O)C1=CC=C(C(=O)Cl)C=C1 (4-[6-(diethylaminomethyl)naphth-2-ylmethylaminocarbamoyl]benzoyl chloride). Yield: 99.3%. Reaction SMILES: [CH2:1]([N:3]([CH2:6][C:7]1[CH:8]=[C:9]2[C:14](=[CH:15][CH:16]=1)[CH:13]=[C:12]([CH2:17][NH:18][NH:19][C:20]([C:22]1[CH:30]=[CH:29][C:25]([C:26](O)=[O:27])=[CH:24][CH:23]=1)=[O:21])[CH:11]=[CH:10]2)[CH2:4][CH3:5])[CH3:2].S(Cl)([Cl:33])=O>CN(C)C=O.C(OCC)C>[CH2:1]([N:3]([CH2:6][C:7]1[CH:8]=[C:9]2[C:14](=[CH:15][CH:16]=1)[CH:13]=[C:12]([CH2:17][NH:18][NH:19][C:20]([C:22]1[CH:30]=[CH:29][C:25]([C:26]([Cl:33])=[O:27])=[CH:24][CH:23]=1)=[O:21])[CH:11]=[CH:10]2)[CH2:4][CH3:5])[CH3:2]. Reported procedure: A solution of 4-[6-(diethylaminomethyl)naphth-2-ylmethylaminocarbamoyl]benzoic acid (3.1 g, 7.6 mmol) and thionyl chloride (1.1 ml, 15.2 mmol) in dimethylformamide (30 ml) was stirred overnight at room temperature, then the suspension was diluted with diethyl ether and the solid was filtered and dried yielding 3.2 g of crude 4-[6-(diethylaminomethyl)naphth-2-ylmethylaminocarbamoyl]benzoyl chloride. This compound was added as solid to a solution of hydroxylamine hydrochloride (0.6 g, 8.5 mmol) an... The reactants are C(C)(C)(C)OC(=O)N[C@@H]1C=C[C@@](C1)(C(=O)O)CCO[Si](C)(C)C(C)(C)C ((1S,4S)-4-((tert-butoxycarbonyl)amino)-1-(2-((tert-butyldimethylsilyl)oxy)ethyl)cyclopent-2-enecarboxylic acid), C1=CC=C2C(=C1)N=NN2O.O (HOBt hydrate), CCN=C=NCCCN(C)C (EDCI), CCN(C(C)C)C(C)C (DIEA), Cl.Cl.FC(C=1C=NC=2CCNCC2C1)(F)F (3-(trifluoromethyl)-5,6,7,8-tetrahydro-1,6-naphthyridine-2 HCl), C(=O)(O)[O-].[Na+] (NaHCO3). Run in C(Cl)Cl (DCM). Run at time 15 minute. Yields the product [Si](C)(C)(C(C)(C)C)OCC[C@@]1(C=C[C@H](C1)NC(OC(C)(C)C)=O)C(=O)N1CC=2C=C(C=NC2CC1)C(F)(F)F (tert-butyl ((1S,4S)-4-(2-((tert-butyldimethylsilyl)oxy)ethyl)-4-(3-(trifluoromethyl)-5,6,7,8-tetrahydro-1,6-naphthyridine-6-carbonyl)cyclopent-2-en-1-yl)carbamate). As a reaction SMILES: [C:1]([O:5][C:6]([NH:8][C@H:9]1[CH2:13][C@@:12]([CH2:17][CH2:18][O:19][Si:20]([C:23]([CH3:26])([CH3:25])[CH3:24])([CH3:22])[CH3:21])([C:14]([OH:16])=O)[CH:11]=[CH:10]1)=[O:7])([CH3:4])([CH3:3])[CH3:2].C1C=C2N=NN(O)C2=CC=1.O.CCN=C=NCCCN(C)C.CCN(C(C)C)C(C)C.Cl.Cl.[F:60][C:61]([F:73])([F:72])[C:62]1[CH:63]=[N:64][C:65]2[CH2:66][CH2:67][NH:68][CH2:69][C:70]=2[CH:71]=1.C([O-])(O)=O.[Na+]>C(Cl)Cl>[Si:20]([O:19][CH2:18][CH2:17][C@@:12]1([C:14]([N:68]2[CH2:67][CH2:66][C:65]3[N:64]=[CH:63][C:62]([C:61]([F:60])([F:72])[F:73])=[CH:71][C:70]=3[CH2:69]2)=[O:16])[CH2:13][C@H:9]([NH:8][C:6](=[O:7])[O:5][C:1]([CH3:4])([CH3:2])[CH3:3])[CH:10]=[CH:11]1)([C:23]([CH3:26])([CH3:25])[CH3:24])([CH3:21])[CH3:22] |f:1.2,5.6.7,8.9|. Procedure details: To a solution of the product of Step B (3.47 g, 8.99 mmol, 1 eq) in DCM (40 mL) at rt was added HOBt hydrate (2.34 g, 15.3 mmol, 1.7 eq) and EDCI (2.58 g, 13.5 mmol, 1.5 eq). After 15 min, DIEA (7.8 mL, 45.3 mmol, 5 eq) and 3-(trifluoromethyl)-5,6,7,8-tetrahydro-1,6-naphthyridine-2 HCl (3.71 g, 13.5 mmol, 1 eq) were added and the solution stirred overnight at rt. Saturated NaHCO3 was added, the solution extracted with DCM, the organics combined, dried over MgSO4, and concentrated. Purification b... As a reaction SMILES: [C:1]([CH3:2])(=[O:3])[N:4]1[CH:5]([CH3:30])[CH2:6][CH:7]([NH:27][CH:28]=[O:29])[c:8]2[cH:9][c:10](-[c:14]3[cH:15][cH:16][c:17]([CH2:20][N:21]4[CH2:22][CH2:23][CH2:24][CH2:25][CH2:26]4)[cH:18][cH:19]3)[cH:11][cH:12][c:13]21.[CH3:32][CH2:33][OH:34].[ClH:31]>>[C:1]([CH3:2])(=[O:3])[N:4]1[CH:5]([CH3:30])[CH2:6][CH:7]([NH2:27])[c:8]2[cH:9][c:10](-[c:14]3[cH:15][cH:16][c:17]([CH2:20][N:21]4[CH2:22][CH2:23][CH2:24][CH2:25][CH2:26]4)[cH:18][cH:19]3)[cH:11][cH:12][c:13]21. Product: CC(=O)N1c2ccc(-c3ccc(CN4CCCCC4)cc3)cc2C(N)CC1C. The reactants are CC(=O)N1c2ccc(-c3ccc(CN4CCCCC4)cc3)cc2C(NC=O)CC1C, CCO, Cl. Reactants: [Al], CO, CC(C)OC(=O)NC1Cc2c(n(Cc3ccccn3)c3ccc(C#N)cc23)C1, O=CO, [Ni], O. The product is CC(C)OC(=O)NC1Cc2c(n(Cc3ccccn3)c3ccc(C=O)cc23)C1. As a reaction SMILES: [Al:36].[CH3:29][OH:30].[CH:1]([CH3:2])([CH3:3])[O:4][C:5]([NH:6][CH:7]1[CH2:8][c:9]2[c:10]([n:11]([CH2:20][c:21]3[n:22][cH:23][cH:24][cH:25][cH:26]3)[c:12]3[cH:13][cH:14][c:15]([C:18]#[N:19])[cH:16][c:17]23)[CH2:27]1)=[O:28].[CH:31]([OH:32])=[O:33].[Ni:35].[OH2:34]>>[CH:1]([CH3:2])([CH3:3])[O:4][C:5]([NH:6][CH:7]1[CH2:8][c:9]2[c:10]([n:11]([CH2:20][c:21]3[n:22][cH:23][cH:24][cH:25][cH:26]3)[c:12]3[cH:13][cH:14][c:15]([CH:18]=[O:30])[cH:16][c:17]23)[CH2:27]1)=[O:28]. Yield: 115.7%. Reactants: [Si](C)(C)(C(C)(C)C)O[C@@H]1C[C@H](C[C@H](C1=C)CO)O ((1S,3R,5R)-3-{[tert-butyl(dimethyl)silyl]oxy}-5-(hydroxymethyl)-4-methylenecyclohexanol), [Si](C)(C)(C(C)(C)C)C=1NC=CN1 (tert-butyldimethylsilylimidazole). Procedure details: The compound of Example 16H (574 mg, 2.1 mmol) was dissolved in 35 mL of dichloromethane and tert-butyldimethylsilylimidazole (0.54 mL, 2.8 mmol) was added. After stirring overnight, the reaction was diluted with dichloromethane and washed twice with 10% NaCl, then dried over MgSO4, filtered and concentrated in vacuo. After a second run using 340 mg of the starting diol, the combined unpurified product mixtures were purified by silica gel chromatography (200 mL of SiO2, elution with a gradient o... Product: [Si](C)(C)(C(C)(C)C)O[C@@H]1C[C@H](C[C@H](C1=C)CO[Si](C)(C)C(C)(C)C)O ((1S,3R,5R)-3-{[tert-butyl(dimethyl)silyl]oxy}-5-({[tert-butyl(dimethyl)silyl]oxy}methyl)-4-methylenecyclohexanol). Reaction SMILES: [Si:1]([O:8][C@H:9]1[C:14](=[CH2:15])[C@H:13]([CH2:16][OH:17])[CH2:12][C@H:11]([OH:18])[CH2:10]1)([C:4]([CH3:7])([CH3:6])[CH3:5])([CH3:3])[CH3:2].[Si:19](C1NC=CN=1)([C:22]([CH3:25])([CH3:24])[CH3:23])([CH3:21])[CH3:20]>ClCCl>[Si:1]([O:8][C@H:9]1[C:14](=[CH2:15])[C@H:13]([CH2:16][O:17][Si:19]([C:22]([CH3:25])([CH3:24])[CH3:23])([CH3:21])[CH3:20])[CH2:12][C@H:11]([OH:18])[CH2:10]1)([C:4]([CH3:7])([CH3:6])[CH3:5])([CH3:3])[CH3:2]. Reaction conditions: time 8 hour. Solvent: ClCCl (dichloromethane), ClCCl (dichloromethane). Reactants: C1(CC1)N (Cyclopropylamine), C[Al](C)C (trimethylaluminum), C(C)OC(=O)C1=CC(=CC=2N1N=C(N2)NC(=O)NCC)Br (7-bromo-2-(3-ethyl-ureido)-[1,2,4]triazolo[1,5-a]pyridine-5-carboxylic acid ethyl ester). Run in CCCCCCC (heptane), O1CCCC1 (tetrahydrofuran), ClCCl (dichloromethane). Yields the product C1(CC1)NC(=O)C1=CC(=CC=2N1N=C(N2)NC(=O)NCC)Br (7-bromo-2-(3-ethyl-ureido)-[1,2,4]triazolo[1,5-a]pyridine-5-carboxylic acid cyclopropylamide). As a reaction SMILES: [CH:1]1([NH2:4])[CH2:3][CH2:2]1.C[Al](C)C.C([O:11][C:12]([C:14]1[N:19]2[N:20]=[C:21]([NH:23][C:24]([NH:26][CH2:27][CH3:28])=[O:25])[N:22]=[C:18]2[CH:17]=[C:16]([Br:29])[CH:15]=1)=O)C>O1CCCC1.CCCCCCC.ClCCl>[CH:1]1([NH:4][C:12]([C:14]2[N:19]3[N:20]=[C:21]([NH:23][C:24]([NH:26][CH2:27][CH3:28])=[O:25])[N:22]=[C:18]3[CH:17]=[C:16]([Br:29])[CH:15]=2)=[O:11])[CH2:3][CH2:2]1. Procedure: Cyclopropylamine (0.136 g, 2.38 mmol) was suspended in tetrahydrofuran (2.00 mL) and cooled in an ice bath. This solution was charged with 2 molar trimethylaluminum in heptane (0.300 mL). After 20 minutes the solution was charged with 7-bromo-2-(3-ethyl-ureido)-[1,2,4]triazolo[1,5-a]pyridine-5-carboxylic acid ethyl ester produced as in Example 6, (0.248 g, 0.696 mmol) and shaken. After 24 hours the reaction was dissolved in dichloromethane and washed with saturated aqueous ammonium chloride. The...